This data is from the Open Reaction Database (ORD), a public repository of structured organic reaction records. The task is: describe an organic reaction: reactants, conditions, products, and yield Reactants: [BH4-].[Na+] (sodium borohydride), CC=1NC2=CC=C(C=C2C1CCC)[N+](=O)[O-] (2-methyl-5-nitro-3-propyl-1H-indole), FC(C(=O)O)(F)F (trifluoroacetic acid), O (Water). Reaction conditions: time 18 hour. The product is CC1N(C2=CC=C(C=C2C1CCC)[N+](=O)[O-])CC(F)(F)F (2-methyl-5-nitro-3-propyl-1-(2,2,2-trifluoroethyl)-2,3-dihydro-1H-indole). As a reaction SMILES: [CH3:1][C:2]1[NH:3][C:4]2[C:9]([C:10]=1[CH2:11][CH2:12][CH3:13])=[CH:8][C:7]([N+:14]([O-:16])=[O:15])=[CH:6][CH:5]=2.[BH4-].[Na+].O.[F:20][C:21]([F:26])([F:25])[C:22](O)=O>>[CH3:1][CH:2]1[CH:10]([CH2:11][CH2:12][CH3:13])[C:9]2[C:4](=[CH:5][CH:6]=[C:7]([N+:14]([O-:16])=[O:15])[CH:8]=2)[N:3]1[CH2:22][C:21]([F:26])([F:25])[F:20] |f:1.2|. Procedure: In a 200 ml 2-neck round bottom flask, equipped with a magnetic stirrer and a cold water condenser, 4-nitrophenylhydrazine was dissolved in 75 mL concentrated hydrochloric acid and stirred at room temperature for 15 minutes. A solution of 2-hexanone (5 mL) in ethanol (25 mL) was added slowly and the reaction flask was heated in an oil bath at 105° C. for 18 h. The mixture was cooled to room temperature and water (100 mL) was added. The mixture was extracted with EtOAc. The organic layer washed w... Reactants: CNC.C(=O)(OC)C1=C(C(=CC=C1)OC)S(=O)(=O)O (2-Carbomethoxy-6-methoxybenzenesulfonic acid dimethylamine salt), B(Br)(Br)Br (boron tribromide). Run in C(Cl)Cl (methylene chloride). Reaction conditions: temperature -20 celsius, time 8 hour. Product: C(=O)(O)C1=C(C(=CC=C1)O)S(=O)(=O)O (2-carboxy-6-hydroxybenzenesulfonic acid). Isolated yield 81.5%. RXN SMILES: CNC.[C:4]([C:8]1[CH:13]=[CH:12][CH:11]=[C:10]([O:14]C)[C:9]=1[S:16]([OH:19])(=[O:18])=[O:17])([O:6]C)=[O:5].B(Br)(Br)Br>C(Cl)Cl>[C:4]([C:8]1[CH:13]=[CH:12][CH:11]=[C:10]([OH:14])[C:9]=1[S:16]([OH:19])(=[O:18])=[O:17])([OH:6])=[O:5] |f:0.1|. Procedure details: 2-Carbomethoxy-6-methoxybenzenesulfonic acid dimethylamine salt (9.0 mmoles, 2.6 g) was added dropwise at -20° C. to a solution of boron tribromide (27 mmoles, 3.8 ml) in 50 ml methylene chloride and stirred at -20° C. for 10 minutes and at room temperature overnight. The reaction was quenched with water. The pH was adjusted to 8.0 using 2N NaOH. The aqueous solution was washed with methylene chloride. The pH of the water layer was adjusted to 1.0 with 2N HCL. The intermediate was extracted with... The reactants are CC(=O)OCC(=O)C1(OC(C)=O)CCC2C3CCC4CC(=O)CCC4(C)C3(F)C(O[Si](C)(C)C)CC21C, CC(=O)[O-], [K+], CN(C)C=O, O. Product: CC(=O)OCC(=O)C1=CCC2C3CCC4CC(=O)CCC4(C)C3(F)C(O[Si](C)(C)C)CC12C. As a reaction SMILES: [CH3:1][Si:2]([O:3][CH:4]1[C:5]2([F:35])[C:6]3([CH3:34])[CH2:7][CH2:8][C:9](=[O:33])[CH2:10][CH:11]3[CH2:12][CH2:13][CH:14]2[CH:15]2[CH2:16][CH2:17][C:18]([C:19]([CH2:20][O:21][C:22]([CH3:23])=[O:24])=[O:25])([O:29][C:30](=[O:31])[CH3:32])[C:26]2([CH3:28])[CH2:27]1)([CH3:36])[CH3:37].[CH3:39][C:40](=[O:41])[O-:42].[K+:38].[O:43]=[CH:44][N:45]([CH3:46])[CH3:47].[OH2:48]>>[CH3:1][Si:2]([O:3][CH:4]1[C:5]2([F:35])[C:6]3([CH3:34])[CH2:7][CH2:8][C:9](=[O:33])[CH2:10][CH:11]3[CH2:12][CH2:13][CH:14]2[CH:15]2[CH2:16][CH:17]=[C:18]([C:19]([CH2:20][O:21][C:22]([CH3:23])=[O:24])=[O:25])[C:26]2([CH3:28])[CH2:27]1)([CH3:36])[CH3:37]. Starting materials: Cl.N=C1CCCCC(N1)CC=CC1=C(C(=O)OC)C=C(C=C1)[N+](=O)[O-] (methyl 2-[3-(hexahydro-7-imino-1H-azepin-2-yl)-1-propenyl]-5-nitrobenzoate, monohydrochloride), nitro. The reagents and catalysts are [Pd] (Pd on carbon). The solvent is CO (MeOH). Yields the product Cl.Cl.NC=1C=CC(=C(C(=O)OC)C1)C=CCC1NC(CCCC1)=N (methyl 5-amino-2-[3-(hexahydro-7-imino-1H-azepin-2-yl)-1-propenyl]benzoate, dihydrochloride). As a reaction SMILES: [ClH:1].[NH:2]=[C:3]1[NH:9][CH:8]([CH2:10][CH:11]=[CH:12][C:13]2[CH:22]=[CH:21][C:20]([N+:23]([O-])=O)=[CH:19][C:14]=2[C:15]([O:17][CH3:18])=[O:16])[CH2:7][CH2:6][CH2:5][CH2:4]1>CO.[Pd]>[ClH:1].[ClH:1].[NH2:23][C:20]1[CH:21]=[CH:22][C:13]([CH:12]=[CH:11][CH2:10][CH:8]2[CH2:7][CH2:6][CH2:5][CH2:4][C:3](=[NH:2])[NH:9]2)=[C:14]([CH:19]=1)[C:15]([O:17][CH3:18])=[O:16] |f:0.1,4.5.6|. Procedure details: The title material of Example 161 in MeOH is hydrogenated over Pd on carbon in a standard Parr apparatus selectively reducing the nitro function to generate the title product. Starting materials: COCOc1ccc(OC)cc1-c1nc2c(CNCc3ccccn3)cccc2o1, CO, O, Cc1ccc(S(=O)(=O)O)cc1. The product is COc1ccc(O)c(-c2nc3c(CNCc4ccccn4)cccc3o2)c1. As a reaction SMILES: [CH3:1][O:2][c:3]1[cH:4][cH:5][c:6]([O:27][CH2:28][O:29][CH3:30])[c:7](-[c:9]2[o:10][c:11]3[c:12]([n:13]2)[c:14]([CH2:18][NH:19][CH2:20][c:21]2[n:22][cH:23][cH:24][cH:25][cH:26]2)[cH:15][cH:16][cH:17]3)[cH:8]1.[CH3:43][OH:44].[OH2:31].[c:32]1([CH3:33])[cH:34][cH:35][c:36]([S:37]([OH:38])(=[O:39])=[O:40])[cH:41][cH:42]1>>[CH3:1][O:2][c:3]1[cH:4][cH:5][c:6]([OH:27])[c:7](-[c:9]2[o:10][c:11]3[c:12]([n:13]2)[c:14]([CH2:18][NH:19][CH2:20][c:21]2[n:22][cH:23][cH:24][cH:25][cH:26]2)[cH:15][cH:16][cH:17]3)[cH:8]1.